Dataset: the Open Reaction Database (ORD), a public repository of structured organic reaction records. Task: describe an organic reaction: reactants, conditions, products, and yield The reactants are NC(CCCCC(=O)OC)C1=C(C=CC=C1OC)OC (methyl 6-amino-6-(2,6-dimethoxyphenyl)hexanoate), N1=CC=C(C=C1)C=1C=C(C=O)C=CC1 (3-(pyridin-4-yl)benzaldehyde). Yields the product COC1=C(C(=CC=C1)OC)C1CCCCC(N1CC1=CC(=CC=C1)C1=CC=NC=C1)=O (7-(2,6-dimethoxyphenyl)-1-(3-(pyridin-4-yl)benzyl)azepan-2-one). Reaction SMILES: [NH2:1][CH:2]([C:11]1[C:16]([O:17][CH3:18])=[CH:15][CH:14]=[CH:13][C:12]=1[O:19][CH3:20])[CH2:3][CH2:4][CH2:5][CH2:6][C:7]([O:9]C)=O.[N:21]1[CH:26]=[CH:25][C:24]([C:27]2[CH:28]=[C:29]([CH:32]=[CH:33][CH:34]=2)[CH:30]=O)=[CH:23][CH:22]=1>>[CH3:20][O:19][C:12]1[CH:13]=[CH:14][CH:15]=[C:16]([O:17][CH3:18])[C:11]=1[CH:2]1[N:1]([CH2:30][C:29]2[CH:32]=[CH:33][CH:34]=[C:27]([C:24]3[CH:23]=[CH:22][N:21]=[CH:26][CH:25]=3)[CH:28]=2)[C:7](=[O:9])[CH2:6][CH2:5][CH2:4][CH2:3]1. Procedure: Prepared according to the described general procedure 1 (GP1) by reaction of methyl 6-amino-6-(2,6-dimethoxyphenyl)hexanoate with commercially available 3-(pyridin-4-yl)benzaldehyde. Subsequent purification by preparative HPLC afforded the target compound. LC-MS (conditions A): tR=0.65 min.; [M+H]+: 417.01 g/mol. Starting materials: Cl (hydrochloric acid), COC1=C(OCCN(CCCNC2=NC=CC(=N2)C(=O)N)C)C=CC=C1 (2-[[3-[[2-(2-methoxyphenoxy)ethyl]methylamino]propyl]amino]pyrimidine-4-carboxamide), CO (methanol), CO (methanol). As a reaction SMILES: [CH3:1][O:2][C:3]1[CH:26]=[CH:25][CH:24]=[CH:23][C:4]=1[O:5][CH2:6][CH2:7][N:8]([CH3:22])[CH2:9][CH2:10][CH2:11][NH:12][C:13]1[N:18]=[C:17]([C:19](N)=[O:20])[CH:16]=[CH:15][N:14]=1.Cl.[CH3:28][OH:29]>>[CH3:1][O:2][C:3]1[CH:26]=[CH:25][CH:24]=[CH:23][C:4]=1[O:5][CH2:6][CH2:7][N:8]([CH3:22])[CH2:9][CH2:10][CH2:11][NH:12][C:13]1[N:18]=[C:17]([C:19]([O:29][CH3:28])=[O:20])[CH:16]=[CH:15][N:14]=1. Product: COC1=C(OCCN(CCCNC2=NC=CC(=N2)C(=O)OC)C)C=CC=C1 (Methyl 2-[[3-[[2-(2-methoxyphenoxy)ethyl]methylamino]propyl]amino]pyrimidine-4-carboxylate). Reported procedure: 12.7 g (35.3 mmol) of 2-[[3-[[2-(2-methoxyphenoxy)ethyl]methylamino]propyl]amino]pyrimidine-4-carboxamide and 300 ml of methanol are introduced into a 0.5 l round-bottomedflask, a stream of gaseous hydrochloric acid is passed through for a few minutes and the mixture is heated at the reflux temperature of the methanol for 4 h.